Dataset: the Open Reaction Database (ORD), a public repository of structured organic reaction records. Task: describe an organic reaction: reactants, conditions, products, and yield The reactants are CC(CCBr)CC(C)(C)C, CC(CCC(CC(C)CC(C)(C)C)OC(=O)n1cncn1)CC(C)(C)C, [Cu]. Product: CC(CCC(O)CC(C)CC(C)(C)C)CC(C)(C)C. As a reaction SMILES: [Br:1][CH2:2][CH2:3][CH:4]([CH3:5])[CH2:6][C:7]([CH3:8])([CH3:9])[CH3:10].[CH3:11][C:12]([CH3:13])([CH2:14][CH:15]([CH2:16][CH:17]([CH2:18][CH2:19][CH:20]([CH2:21][C:22]([CH3:23])([CH3:24])[CH3:25])[CH3:26])[O:27][C:28]([n:29]1[cH:30][n:31][cH:32][n:33]1)=[O:34])[CH3:35])[CH3:36].[Cu:37]>>[CH3:11][C:12]([CH3:13])([CH2:14][CH:15]([CH2:16][CH:17]([CH2:18][CH2:19][CH:20]([CH2:21][C:22]([CH3:23])([CH3:24])[CH3:25])[CH3:26])[OH:27])[CH3:35])[CH3:36]. Reactants: O (water), Cl (HCl), ClC1=CC(=NC(=N1)OC)NCCC1=C(C=C(C=C1)Cl)Cl ((6-chloro-2-methoxy-pyrimidin-4-yl)-[2-(2,4-dichloro-phenyl)-ethyl]-amine), C(=O)(O)C(C)(C)C=1C=C(C=CC1)B(O)O (3-(1-carboxy-1-methyl-ethyl)-phenyl boronic acid), tetrakistriphenylphosphine palladium (0). Run in C(C)#N (acetonitrile), C([O-])([O-])=O.[Na+].[Na+] (sodium carbonate). Reaction conditions: temperature 130 celsius. The product is ClC1=C(C=CC(=C1)Cl)CCNC1=CC(=NC(=N1)OC)C=1C=C(C=CC1)C(C(=O)O)(C)C (2-(3-{6-[2-(2,4-dichloro-phenyl)-ethylamino]-2-methoxy-pyrimidin-4-yl}-phenyl)-2-methyl-propionic acid). The yield is 87.3%. RXN SMILES: Cl[C:2]1[N:7]=[C:6]([O:8][CH3:9])[N:5]=[C:4]([NH:10][CH2:11][CH2:12][C:13]2[CH:18]=[CH:17][C:16]([Cl:19])=[CH:15][C:14]=2[Cl:20])[CH:3]=1.[C:21]([C:24]([C:27]1[CH:28]=[C:29](B(O)O)[CH:30]=[CH:31][CH:32]=1)([CH3:26])[CH3:25])([OH:23])=[O:22].O.Cl>C(#N)C.C(=O)([O-])[O-].[Na+].[Na+]>[Cl:20][C:14]1[CH:15]=[C:16]([Cl:19])[CH:17]=[CH:18][C:13]=1[CH2:12][CH2:11][NH:10][C:4]1[N:5]=[C:6]([O:8][CH3:9])[N:7]=[C:2]([C:29]2[CH:28]=[C:27]([C:24]([CH3:26])([CH3:25])[C:21]([OH:23])=[O:22])[CH:32]=[CH:31][CH:30]=2)[CH:3]=1 |f:5.6.7|. Procedure: A solution of (6-chloro-2-methoxy-pyrimidin-4-yl)-[2-(2,4-dichloro-phenyl)-ethyl]-amine (0.51 mmol) and 3-(1-carboxy-1-methyl-ethyl)-phenyl boronic acid (0.61 mmol) in acetonitrile (2.5 mL) and aqueous sodium carbonate solution (0.4 M, 2.5 mL) is degassed with nitrogen for 5 minutes before addition of tetrakistriphenylphosphine palladium (0) (29.5 mg, 5 mol %). The reaction vessel is sealed and heated under microwave to 130° C. for 30 minutes. To the reaction mixture is added 2 mL of water, the ... Starting materials: CCOc1ccc(C(F)(F)F)cc1C(=O)N=c1sc(C(C)(C)C)cn1CC1CCCO1, COc1ccc(P2(=S)SP(=S)(c3ccc(OC)cc3)S2)cc1, Cc1ccccc1. The product is CCOc1ccc(C(F)(F)F)cc1C(=S)N=c1sc(C(C)(C)C)cn1CC1CCCO1. As a reaction SMILES: [C:1]([CH3:2])([CH3:3])([CH3:4])[c:5]1[cH:6][n:7]([CH2:26][CH:27]2[O:28][CH2:29][CH2:30][CH2:31]2)[c:8](=[N:10][C:11]([c:12]2[c:13]([O:22][CH2:23][CH3:24])[cH:14][cH:15][c:16]([C:18]([F:19])([F:20])[F:21])[cH:17]2)=[O:25])[s:9]1.[CH3:32][O:33][c:34]1[cH:35][cH:36][c:37]([P:38]2(=[S:39])[S:40][P:42](=[S:43])([c:44]3[cH:45][cH:46][c:47]([O:48][CH3:49])[cH:50][cH:51]3)[S:41]2)[cH:52][cH:53]1.[CH3:54][c:55]1[cH:56][cH:57][cH:58][cH:59][cH:60]1>>[C:1]([CH3:2])([CH3:3])([CH3:4])[c:5]1[cH:6][n:7]([CH2:26][CH:27]2[O:28][CH2:29][CH2:30][CH2:31]2)[c:8](=[N:10][C:11]([c:12]2[c:13]([O:22][CH2:23][CH3:24])[cH:14][cH:15][c:16]([C:18]([F:19])([F:20])[F:21])[cH:17]2)=[S:41])[s:9]1. The reactants are C1(=CC=CC2=CC=CC=C12)[C@@H](C)NC\C=C\C1=CC(=CC=C1)C(F)(F)F ((R,E)-N-(1-(naphthalen-1-yl)ethyl)-3-(3-(trifluoromethyl)phenyl)prop-2-en-1-amine), C(=O)O (formic acid). The reagents and catalysts are Cl[Pd]Cl (PdCl2). The solvent is C(C)O (ethanol), C1(=CC=CC=C1)C (toluene). The product is C[C@H](C=1C=CC=C2C1C=CC=C2)NCCCC=3C=CC=C(C3)C(F)(F)F (Cinacalcet). Isolated yield 66.3%. RXN SMILES: [C:1]1([C@H:11]([NH:13][CH2:14]/[CH:15]=[CH:16]/[C:17]2[CH:22]=[CH:21][CH:20]=[C:19]([C:23]([F:26])([F:25])[F:24])[CH:18]=2)[CH3:12])[C:10]2[C:5](=[CH:6][CH:7]=[CH:8][CH:9]=2)[CH:4]=[CH:3][CH:2]=1.C(O)=O>C(O)C.C1(C)C=CC=CC=1.Cl[Pd]Cl>[CH3:12][C@@H:11]([NH:13][CH2:14][CH2:15][CH2:16][C:17]1[CH:22]=[CH:21][CH:20]=[C:19]([C:23]([F:24])([F:25])[F:26])[CH:18]=1)[C:1]1[CH:2]=[CH:3][CH:4]=[C:5]2[CH:6]=[CH:7][CH:8]=[CH:9][C:10]=12. Reported procedure: A mixture of compound (VI) (3.0 g), PdCl2 (0.01 g) in ethanol (10 mL) was heated up to reflux temperature and added in 5 hrs with formic acid (0.3 g). The mixture was then cooled down, diluted with toluene and washed with 30% w/w aqueous sodium hydroxide until neutrality. The organic layer was dried and concentrated to give Cinacalcet free base, compound (I) (2.0 g). The reactants are BrC1=CN=C(S1)C1=CC=C(N=N1)N(C(OC(C)(C)C)=O)CC1(CCC1)C1=NC=CC=C1F (t-butyl 6-(5-bromothiazol-2-yl)pyridazin-3-yl((1-(3-fluoropyridin-2-yl)cyclobutyl)methyl)carbamate), N1N=CC=C1B(O)O (1H-pyrazol-5-ylboronic acid), O1CCOCC1 (dioxane), C(=O)([O-])[O-].[K+].[K+] (K2CO3), aqueous solution. The reagents and catalysts are C1=CC=C(C=C1)P([C-]2C=CC=C2)C3=CC=CC=C3.C1=CC=C(C=C1)P([C-]2C=CC=C2)C3=CC=CC=C3.Cl[Pd]Cl.[Fe+2] ((dppf)PdCl2). Run in C(C)(=O)OCC (ethyl acetate). Reaction conditions: temperature 140 celsius, time 20 minute. The product is N1N=C(C=C1)C1=CN=C(S1)C1=CC=C(N=N1)N(C(OC(C)(C)C)=O)CC1(CCC1)C1=NC=CC=C1F (t-butyl 6-(5-(1H-pyrazol-3-yl)thiazol-2-yl)pyridazin-3-yl((1-(3-fluoropyridin-2-yl)cyclobutyl)methyl)carbamate). Isolated yield 39.4%. Reaction SMILES: Br[C:2]1[S:6][C:5]([C:7]2[N:12]=[N:11][C:10]([N:13]([CH2:21][C:22]3([C:26]4[C:31]([F:32])=[CH:30][CH:29]=[CH:28][N:27]=4)[CH2:25][CH2:24][CH2:23]3)[C:14](=[O:20])[O:15][C:16]([CH3:19])([CH3:18])[CH3:17])=[CH:9][CH:8]=2)=[N:4][CH:3]=1.[NH:33]1[C:37](B(O)O)=[CH:36][CH:35]=[N:34]1.O1CCOCC1.C([O-])([O-])=O.[K+].[K+]>C1C=CC(P(C2C=CC=CC=2)[C-]2C=CC=C2)=CC=1.C1C=CC(P(C2C=CC=CC=2)[C-]2C=CC=C2)=CC=1.Cl[Pd]Cl.[Fe+2].C(OCC)(=O)C>[NH:33]1[CH:37]=[CH:36][C:35]([C:2]2[S:6][C:5]([C:7]3[N:12]=[N:11][C:10]([N:13]([CH2:21][C:22]4([C:26]5[C:31]([F:32])=[CH:30][CH:29]=[CH:28][N:27]=5)[CH2:25][CH2:24][CH2:23]4)[C:14](=[O:20])[O:15][C:16]([CH3:19])([CH3:17])[CH3:18])=[CH:9][CH:8]=3)=[N:4][CH:3]=2)=[N:34]1 |f:3.4.5,6.7.8.9|. Procedure details: To a microwave vial was added t-butyl 6-(5-bromothiazol-2-yl)pyridazin-3-yl((1-(3-fluoropyridin-2-yl)cyclobutyl)methyl)carbamate (100 mg, 0.19 mmol), 1H-pyrazol-5-ylboronic acid (32 mg, 0.29 mmol), (dppf)PdCl2 (16 mg, 0.02 mmol), dioxane (2 mL), and K2CO3 (0.2 mL of a 2M aqueous solution, 38 mmol). The mixture was heated to 140° C. in a microwave reactor and stirred for 20 min. The reaction mixture was then poured into ethyl acetate (50 mL), washed with water (20 mL), dried over Na2SO4, filtered... Reactants: [N+](=O)([O-])C1=C(C=CC=C1)S(=O)(=O)Cl (2-nitrobenzene-1-sulfonyl chloride), N1=CC=CC=C1 (pyridine), ClC1=NC2=C(C=CC=C2C=C1)N (2-chloroquinolin-8-amine), ClC1=NC2=C(C=CC=C2C=C1)N (2-chloroquinolin-8-amine). The reagents and catalysts are CN(C)C=1C=CN=CC1 (DMAP). Solvent: C(Cl)Cl (DCM). The product is ClC1=NC2=C(C=CC=C2C=C1)NS(=O)(=O)C1=C(C=CC=C1)[N+](=O)[O-] (N-(2-Chloro-quinolin-8-yl)-2-nitro-benzenesulfonamide). Isolated yield 80.0%. RXN SMILES: [N+:1]([C:4]1[CH:9]=[CH:8][CH:7]=[CH:6][C:5]=1[S:10](Cl)(=[O:12])=[O:11])([O-:3])=[O:2].[Cl:14][C:15]1[CH:24]=[CH:23][C:22]2[C:17](=[C:18]([NH2:25])[CH:19]=[CH:20][CH:21]=2)[N:16]=1.N1C=CC=CC=1>CN(C1C=CN=CC=1)C.C(Cl)Cl>[Cl:14][C:15]1[CH:24]=[CH:23][C:22]2[C:17](=[C:18]([NH:25][S:10]([C:5]3[CH:6]=[CH:7][CH:8]=[CH:9][C:4]=3[N+:1]([O-:3])=[O:2])(=[O:12])=[O:11])[CH:19]=[CH:20][CH:21]=2)[N:16]=1. Procedure details: In a similar fashion using route 14 general procedure 27, 2-nitrobenzene-1-sulfonyl chloride (800 mg, 3.65 mmol), 2-chloro-quinolin-8-ylamine (Intermediate 26), pyridine (0.67 ml, 0.8 mmol) and DMAP (cat.) in DCM (30 ml) gave the title compound (800 mg, 80%) after purification by column chromatography with DCM as the eluent. The reactants are C(C)(C)(C)OC(=O)N1CCN(CC1)CCNC=1C2=C(N=CN1)OC(=C2C2=CC=CC=C2)C2=CC=CC=C2 (4-[2-(5,6-diphenyl-furo[2,3-d]pyrimidin-4-ylamino)-ethyl]-piperazine-1-carboxylic acid tert-butyl ester). The solvent is C(=O)(C(F)(F)F)O.C(Cl)Cl (TFA DCM). Product: C1(=CC=CC=C1)C1=C(OC=2N=CN=C(C21)NCCN2CCNCC2)C2=CC=CC=C2 ((5,6-Diphenyl-furo[2,3-d]pyrimidin-4-yl)-(2-piperazin-1-yl-ethyl)-amine). RXN SMILES: C(OC([N:8]1[CH2:13][CH2:12][N:11]([CH2:14][CH2:15][NH:16][C:17]2[C:18]3[C:25]([C:26]4[CH:31]=[CH:30][CH:29]=[CH:28][CH:27]=4)=[C:24]([C:32]4[CH:37]=[CH:36][CH:35]=[CH:34][CH:33]=4)[O:23][C:19]=3[N:20]=[CH:21][N:22]=2)[CH2:10][CH2:9]1)=O)(C)(C)C>C(O)(C(F)(F)F)=O.C(Cl)Cl>[C:26]1([C:25]2[C:18]3[C:17]([NH:16][CH2:15][CH2:14][N:11]4[CH2:10][CH2:9][NH:8][CH2:13][CH2:12]4)=[N:22][CH:21]=[N:20][C:19]=3[O:23][C:24]=2[C:32]2[CH:37]=[CH:36][CH:35]=[CH:34][CH:33]=2)[CH:27]=[CH:28][CH:29]=[CH:30][CH:31]=1 |f:1.2|. Procedure details: A mixture of 69 (0.2 g, 0.57 mmol), 4-(2-amino-ethyl)-piperazine-1-carboxylic acid tert-butyl ester (0.26 g, 1.13 mmol) and DIEA (0.20 mL, 1.14 mmol) in 1-butanol (5 mL) was heated to 120° C. for 1.5 h. After concentration, the residue was purified by silica gel chromatography using 2-5% MeOH/DCM, to give 4-[2-(5,6-diphenyl-furo[2,3-d]pyrimidin-4-ylamino)-ethyl]-piperazine-1-carboxylic acid tert-butyl ester 71 (0.20 g). Compound 71 was subjected to 20 mL of 20% TFA/DCM at rt for 2 h, then the re... Reactants: [Cl-], O=C(O)c1cc([N+](=O)[O-])cc([N+](=O)[O-])c1Cl, Cl, NCCO, O. The product is O=C(NCCO)c1cc([N+](=O)[O-])cc([N+](=O)[O-])c1Cl. As a reaction SMILES: [Cl-:5].[Cl:6][c:7]1[c:8]([C:9](=[O:10])[OH:11])[cH:12][c:13]([N+:19](=[O:20])[O-:21])[cH:14][c:15]1[N+:16](=[O:17])[O-:18].[ClH:22].[NH2:1][CH2:2][CH2:3][OH:4].[OH2:23]>>[NH:1]([CH2:2][CH2:3][OH:4])[C:9]([c:8]1[c:7]([Cl:6])[c:15]([N+:16](=[O:17])[O-:18])[cH:14][c:13]([N+:19](=[O:20])[O-:21])[cH:12]1)=[O:10].